From a dataset of the Open Reaction Database (ORD), a public repository of structured organic reaction records. describe an organic reaction: reactants, conditions, products, and yield Reactants: [BH4-], CCC(=O)c1ccc(NS(C)(=O)=O)cc1, C1CCOC1, CC(C)(C)S(N)=O, CC[O-], CC[O-], CC[O-], CC[O-], [Na+], [Ti+4]. Product: CCC(NS(=O)C(C)(C)C)c1ccc(NS(C)(=O)=O)cc1. As a reaction SMILES: [BH4-:23].[C:1]([CH2:2][CH3:3])(=[O:4])[c:5]1[cH:6][cH:7][c:8]([NH:11][S:12](=[O:13])(=[O:14])[CH3:15])[cH:9][cH:10]1.[CH2:25]1[O:26][CH2:27][CH2:28][CH2:29]1.[CH3:16][C:17]([CH3:18])([CH3:19])[S:20](=[O:21])[NH2:22].[CH3:30][CH2:31][O-:32].[CH3:34][CH2:35][O-:36].[CH3:37][CH2:38][O-:39].[CH3:40][CH2:41][O-:42].[Na+:24].[Ti+4:33]>>[CH:1]([CH2:2][CH3:3])([c:5]1[cH:6][cH:7][c:8]([NH:11][S:12](=[O:13])(=[O:14])[CH3:15])[cH:9][cH:10]1)[NH:22][S:20]([C:17]([CH3:16])([CH3:18])[CH3:19])=[O:21]. The product is ClC1=NC(=NS1)C1=CC=C(C=C1)C(F)(F)F (5-chloro-3-[4-(trifluoromethyl)phenyl]-1,2,4-thiadiazole). Run in O (water), O (water). The reagents and catalysts are [Cl-].C(C1=CC=CC=C1)[N+](CC)(CC)CC (benzyltriethylammonium chloride). Reported procedure: A mixture of 4-(trifluoromethyl)benzamidine hydrochloride dihydrate (5.0 g), water (50 mL), methylene chloride (100 mL), benzyltriethylammonium chloride (0.44 g), and perchloromethyl mercaptan (2.1 mL) was prepared at room temperature and then cooled to 0° C. A solution of sodium hydroxide (3.07 g) in water (50 mL) was added via an addition funnel while maintaining the temperature below 10° C. The reaction was left to stir overnight at room temperature. The mixture was transferred to a separator... As a reaction SMILES: O.O.Cl.[F:4][C:5]([F:16])([F:15])[C:6]1[CH:14]=[CH:13][C:9]([C:10]([NH2:12])=[NH:11])=[CH:8][CH:7]=1.C(Cl)Cl.[Cl:20][C:21]([SH:24])(Cl)Cl.[OH-].[Na+]>[Cl-].C([N+](CC)(CC)CC)C1C=CC=CC=1.O>[Cl:20][C:21]1[S:24][N:12]=[C:10]([C:9]2[CH:13]=[CH:14][C:6]([C:5]([F:15])([F:16])[F:4])=[CH:7][CH:8]=2)[N:11]=1 |f:0.1.2.3,6.7,8.9|. Reaction conditions: temperature 0 celsius, time 8 hour. Reactants: [OH-].[Na+] (sodium hydroxide), O.O.Cl.FC(C1=CC=C(C(=N)N)C=C1)(F)F (4-(trifluoromethyl)benzamidine hydrochloride dihydrate), C(Cl)Cl (methylene chloride), ClC(Cl)(Cl)S (perchloromethyl mercaptan). Starting materials: CCO, COC(=O)c1ccc(F)c2c1C=CCO2, [Na+], [OH-], O. Product: O=C(O)c1ccc(F)c2c1C=CCO2. RXN SMILES: [CH3:18][CH2:19][OH:20].[F:1][c:2]1[cH:3][cH:4][c:5]([C:12](=[O:13])[O:14][CH3:15])[c:6]2[c:11]1[O:10][CH2:9][CH:8]=[CH:7]2.[Na+:17].[OH-:16].[OH2:21]>>[F:1][c:2]1[cH:3][cH:4][c:5]([C:12](=[O:13])[OH:14])[c:6]2[c:11]1[O:10][CH2:9][CH:8]=[CH:7]2. Reactants: C(CC)#N (propionitrile), NC1=C(C#N)C=C(C=N1)Br (2-amino-5-bromo-nicotinonitrile), CN(C(C=C)=O)CC=1N(C2=CC=CC=C2C1)C (N-methyl-N-(1-methyl-1H-indol-2-ylmethyl)-acrylamide), C(C)(C)N(CC)C(C)C (diisopropyl-ethylamine), Cl (HCl), Cl (HCl), CC1=C(C=CC=C1)P(C2=C(C=CC=C2)C)C3=C(C=CC=C3)C (P(o-Tol)3). The reagents and catalysts are CC(=O)[O-].CC(=O)[O-].[Pd+2] (Pd(OAc)2). Conditions: temperature 100 celsius, time 6 hour. The product is Cl.NC1=C(C=C(C=N1)/C=C/C(=O)N(CC=1N(C2=CC=CC=C2C1)C)C)C#N ((E)-3-(6-amino-5-cyano-pyridin-3-yl)-N-methyl-N-(1-methyl-1H-indol-2-ylmethyl)-acryl-amide hydrochloride). Yield: 43.0%. As a reaction SMILES: C(#N)CC.[NH2:5][C:6]1[N:13]=[CH:12][C:11](Br)=[CH:10][C:7]=1[C:8]#[N:9].[CH3:15][N:16]([CH2:21][C:22]1[N:23]([CH3:31])[C:24]2[C:29]([CH:30]=1)=[CH:28][CH:27]=[CH:26][CH:25]=2)[C:17](=[O:20])[CH:18]=[CH2:19].C(N(C(C)C)CC)(C)C.CC1C=CC=CC=1P(C1C=CC=CC=1C)C1C=CC=CC=1C.[ClH:63]>CC([O-])=O.CC([O-])=O.[Pd+2]>[ClH:63].[NH2:5][C:6]1[N:13]=[CH:12][C:11](/[CH:19]=[CH:18]/[C:17]([N:16]([CH3:15])[CH2:21][C:22]2[N:23]([CH3:31])[C:24]3[C:29]([CH:30]=2)=[CH:28][CH:27]=[CH:26][CH:25]=3)=[O:20])=[CH:10][C:7]=1[C:8]#[N:9] |f:6.7.8,9.10|. Reported procedure: A propionitrile (15 mL) solution of 2-amino-5-bromo-nicotinonitrile (198 mg, 1 mmol), N-methyl-N-(1-methyl-1H-indol-2-ylmethyl)-acrylamide (457 mg, 2 mmol) and diisopropyl-ethylamine (523 μL, 3 mmol) was purged with Argon for 10 min. Pd(OAc)2 (23 mg, 0.1 mmol) and P(o-Tol)3 (61 mg, 0.2 mmol) was added and the Argon purge was repeated. The mixture was heated to 100° C. and stirred for 6 hr under Argon. Upon cooling, solvents were removed under vacuo and the residue was purified by Flash chromatog... Reactants: BrCc1ccc(I)cc1, O=C([O-])[O-], CN(C)C=O, CC(=O)c1ccc(O)c(Cl)c1O, [Cs+], [Cs+], O. The product is CC(=O)c1ccc(OCc2ccc(I)cc2)c(Cl)c1O. RXN SMILES: [Br:1][CH2:2][c:3]1[cH:4][cH:5][c:6]([I:9])[cH:7][cH:8]1.[C:22](=[O:23])([O-:24])[O-:25].[CH3:29][N:30]([CH3:31])[CH:32]=[O:33].[Cl:10][c:11]1[c:12]([OH:21])[c:13]([C:18]([CH3:19])=[O:20])[cH:14][cH:15][c:16]1[OH:17].[Cs+:26].[Cs+:27].[OH2:28]>>[CH2:2]([c:3]1[cH:4][cH:5][c:6]([I:9])[cH:7][cH:8]1)[O:17][c:16]1[c:11]([Cl:10])[c:12]([OH:21])[c:13]([C:18]([CH3:19])=[O:20])[cH:14][cH:15]1. Starting materials: C1CCC2=NCCCN2CC1, CC#N, [Cl-], [Li+], COP(=O)(CC(C)=O)OC, O=Cc1cnc2ccccc2c1. Yields the product CC(=O)C=Cc1cnc2ccccc2c1. As a reaction SMILES: [CH2:25]1[CH2:26][CH2:27][C:28]2=[N:33][CH2:32][CH2:31][CH2:30][N:29]2[CH2:34][CH2:35]1.[CH3:36][C:37]#[N:38].[Cl-:11].[Li+:12].[O:1]=[C:2]([CH2:3][P:4](=[O:5])([O:6][CH3:7])[O:8][CH3:9])[CH3:10].[n:13]1[cH:14][c:15]([CH:23]=[O:24])[cH:16][c:17]2[cH:18][cH:19][cH:20][cH:21][c:22]12>>[O:1]=[C:2]([CH:3]=[CH:23][c:15]1[cH:14][n:13][c:22]2[c:17]([cH:16]1)[cH:18][cH:19][cH:20][cH:21]2)[CH3:10].